From a dataset of the Open Reaction Database (ORD), a public repository of structured organic reaction records. describe an organic reaction: reactants, conditions, products, and yield Reaction SMILES: [B:34]([Br:35])([Br:36])[Br:37].[CH2:28]1[CH2:29][CH:30]=[CH:31][CH2:32][CH2:33]1.[Cl:38][CH2:39][Cl:40].[F:1][c:2]1[cH:3][c:4]2[c:13]([cH:14][cH:15]1)-[c:12]1[c:7]([cH:8][cH:9][cH:10][cH:11]1)[N:6]([S:16](=[O:17])(=[O:18])[c:19]1[cH:20][c:21]([O:25][CH3:26])[cH:22][cH:23][cH:24]1)[CH:5]2[CH3:27]>>[F:1][c:2]1[cH:3][c:4]2[c:13]([cH:14][cH:15]1)-[c:12]1[c:7]([cH:8][cH:9][cH:10][cH:11]1)[N:6]([S:16](=[O:17])(=[O:18])[c:19]1[cH:20][c:21]([OH:25])[cH:22][cH:23][cH:24]1)[CH:5]2[CH3:27]. Starting materials: BrB(Br)Br, C1=CCCCC1, ClCCl, COc1cccc(S(=O)(=O)N2c3ccccc3-c3ccc(F)cc3C2C)c1. Yields the product CC1c2cc(F)ccc2-c2ccccc2N1S(=O)(=O)c1cccc(O)c1. The reactants are N([C@@H](CCCCNC(=O)OCC1=CC=CC=C1)C(=O)N[C@@H](CCCCNC(=O)OC(C)(C)C)C(=O)N[C@@H](CCCCNC(=O)OCC1=CC=CC=C1)C(=O)OC)C(=O)OC(C)(C)C (Boc-Lys(Z)-Lys(Boc)-Lys(Z)-OMe). The reagents and catalysts are [Pd] (Pd/C). The solvent is CO (MeOH), C(Cl)Cl (DCM). Conditions: time 8 hour. Product: N([C@@H](CCCCN)C(=O)N[C@@H](CCCCNC(=O)OC(C)(C)C)C(=O)N[C@@H](CCCCN)C(=O)OC)C(=O)OC(C)(C)C (Boc-Lys-Lys(Boc)-Lys-OMe). The yield is 101.9%. RXN SMILES: [NH:1]([C:57]([O:59][C:60]([CH3:63])([CH3:62])[CH3:61])=[O:58])[C@H:2]([C:18]([NH:20][C@H:21]([C:34]([NH:36][C@H:37]([C:53]([O:55][CH3:56])=[O:54])[CH2:38][CH2:39][CH2:40][CH2:41][NH:42]C(OCC1C=CC=CC=1)=O)=[O:35])[CH2:22][CH2:23][CH2:24][CH2:25][NH:26][C:27]([O:29][C:30]([CH3:33])([CH3:32])[CH3:31])=[O:28])=[O:19])[CH2:3][CH2:4][CH2:5][CH2:6][NH:7]C(OCC1C=CC=CC=1)=O>CO.C(Cl)Cl.[Pd]>[NH:1]([C:57]([O:59][C:60]([CH3:63])([CH3:62])[CH3:61])=[O:58])[C@H:2]([C:18]([NH:20][C@H:21]([C:34]([NH:36][C@H:37]([C:53]([O:55][CH3:56])=[O:54])[CH2:38][CH2:39][CH2:40][CH2:41][NH2:42])=[O:35])[CH2:22][CH2:23][CH2:24][CH2:25][NH:26][C:27]([O:29][C:30]([CH3:33])([CH3:32])[CH3:31])=[O:28])=[O:19])[CH2:3][CH2:4][CH2:5][CH2:6][NH2:7]. Procedure details: To a solution of 12 (0.88 g, 0.99 mmol) in MeOH (25 mL) and DCM (25 mL), was added Pd/C (0.20 g). This solution was flushed with H2 for 30 min. and then fitted with an H2 balloon. The reaction was allowed to proceed for 8 h at which time the mixture was filtered through celite, and conc. in vacuo to yield pure clear product 13 (0.622 g, quantitative): 1H NMR (500 MHz, d6 DMSO) δ 8.42 (br s, 1H), 8.16 (br s, 4H), 7.92 (br s, 1H), 6.92 (br s, 1H), 6.74 (br s, 1H), 4.27 (br s, 1H), 4.20 (br s, 1H),... Starting materials: [Al+3], ClCCl, c1ccc2c(c1)CCC2, CCO, CO, [Cl-], [Cl-], [Cl-], Cl[Sn](Cl)(Cl)Cl, ClCCl, Cl, C[N+](=O)[O-], [Na+], O=C1CCC(=O)O1, C1COCCO1, [OH-], O=S(=O)(O)O. The product is O=C1CCCc2cc3c(cc21)CCC3. RXN SMILES: [Al+3:2].[CH2:52]([Cl:53])[Cl:54].[CH2:5]1[CH2:6][CH2:7][c:8]2[cH:9][cH:10][cH:11][cH:12][c:13]21.[CH3:47][CH2:48][OH:49].[CH3:50][OH:51].[Cl-:1].[Cl-:3].[Cl-:4].[Cl:29][Sn:30]([Cl:31])([Cl:32])[Cl:33].[Cl:38][CH2:39][Cl:40].[ClH:21].[N+:34]([CH3:35])([O-:36])=[O:37].[Na+:28].[O:14]=[C:15]1[CH2:16][CH2:17][C:18](=[O:20])[O:19]1.[O:41]1[CH2:42][CH2:43][O:44][CH2:45][CH2:46]1.[OH-:27].[S:22](=[O:23])(=[O:24])([OH:25])[OH:26]>>[CH2:5]1[CH2:6][CH2:7][c:8]2[cH:9][c:10]3[c:11]([cH:12][c:13]21)[CH2:18][CH2:17][CH2:16][C:15]3=[O:14]. Reaction SMILES: [F:1][C:2]([F:20])([F:19])[C:3]1[CH:4]=[C:5]([C:13]([CH3:18])([CH3:17])[C:14](Cl)=[O:15])[CH:6]=[C:7]([C:9]([F:12])([F:11])[F:10])[CH:8]=1.[CH2:21]([N:28]1[CH2:32][C@@H:31]([C:33]2[CH:38]=[CH:37][CH:36]=[CH:35][CH:34]=2)[C@H:30]([NH:39][CH3:40])[CH2:29]1)[C:22]1[CH:27]=[CH:26][CH:25]=[CH:24][CH:23]=1.C(N(C(C)C)C(C)C)C>C(Cl)Cl>[CH2:21]([N:28]1[CH2:32][C@@H:31]([C:33]2[CH:34]=[CH:35][CH:36]=[CH:37][CH:38]=2)[C@H:30]([N:39]([CH3:40])[C:14](=[O:15])[C:13]([C:5]2[CH:4]=[C:3]([C:2]([F:20])([F:19])[F:1])[CH:8]=[C:7]([C:9]([F:12])([F:11])[F:10])[CH:6]=2)([CH3:18])[CH3:17])[CH2:29]1)[C:22]1[CH:23]=[CH:24][CH:25]=[CH:26][CH:27]=1. Reaction conditions: time 1 hour. The solvent is C(Cl)Cl (CH2Cl2), C(Cl)Cl (CH2Cl2). Product: C(C1=CC=CC=C1)N1C[C@H]([C@@H](C1)C1=CC=CC=C1)N(C(C(C)(C)C1=CC(=CC(=C1)C(F)(F)F)C(F)(F)F)=O)C (rac-N-((3S,4R)-1-Benzyl-4-phenyl-pyrrolidin-3-yl)-2-(3,5-bis-trifluoromethyl-phenyl)-N-methyl-isobutyramide). The reactants are C(C1=CC=CC=C1)N1C[C@H]([C@@H](C1)C1=CC=CC=C1)NC (rac-((3S,4R)-1-benzyl-4-phenyl-pyrrolidin-3-yl)-methyl-amine), C(C)N(C(C)C)C(C)C (ethyl-diisopropyl-amine), FC(C=1C=C(C=C(C1)C(F)(F)F)C(C(=O)Cl)(C)C)(F)F (2-(3,5-bis-trifluoromethyl-phenyl)-2-methyl-propionyl chloride). Procedure: A solution of 2-(3,5-bis-trifluoromethyl-phenyl)-2-methyl-propionyl chloride (the preparation of which is described in WO2002079134) (0.88 g, 2.76 mmol) in CH2Cl2 (2 ml) was added drop wise to a stirred solution of rac-((3S,4R)-1-benzyl-4-phenyl-pyrrolidin-3-yl)-methyl-amine (0.72 g, 2.70 mmol) and ethyl-diisopropyl-amine (0.64 ml, 3.76 mmol) in CH2Cl2 (5 ml). The reaction mixture was stirred 1 h, concentrated under vacuo and purification by flash chromatography (SiO2, EtOAc/H, 1:4) yielded 1.05... The yield is 74.0%. Reactants: epoxide, CO (methanol), C([C@H]([C@@H]1C(=C(C(=O)O1)O)O)O)O (D-isoascorbic acid), N (ammonia), CO (methanol). Run at time 24 hour. Product: Epoxide, NC[C@H](O)[C@@H]1OC(OC1)(C)C ((1S)-2-amino-1-[(4R)-2,2-dimethyl-1,3-dioxolan-4-yl]ethanol). RXN SMILES: [CH2:1](O)[C@@H:2]([OH:11])[C@H:3]1[O:8][C:6](=O)[C:5](O)=[C:4]1[OH:10].[NH3:13].[CH3:14]O>>[NH2:13][CH2:1][C@@H:2]([C@H:3]1[CH2:4][O:10][C:6]([CH3:5])([CH3:14])[O:8]1)[OH:11]. Reported procedure: Epoxide 22 was prepared (Y. L. Merrer et al., Tetrahed. Lett. 1988, 31, 1003; M. Pottie et al. 1991, 2, 329; A. H. Al-Hakim et al., Synthesis, 1985, 207) from inexpensive and enantiomerically pure D-isoascorbic acid. The epoxide was dissolved in a large excess of methanol and added to a large volume of a saturated solution of ammonia in methanol and allowed to stand for 24 hr. The solvent was evaporated to afford the aminoalcohol 23. Isolated yield 96.5%. Run in O1CCCC1 (tetrahydrofuran). Conditions: time 30 minute. Reactants: CN(C=O)C (dimethylformamide), C(C(=O)Cl)(=O)Cl (Oxalyl chloride), CN1C(N(C2=C1C=CC(=C2)CCCC(=O)O)C)=O (4-(1,3-dimethyl-2-oxo-2,3-dihydro-1H-benzimidazol-5-yl)butanoic acid), [Cl-].[Al+3].[Cl-].[Cl-] (aluminum chloride), ice. Reported procedure: Oxalyl chloride (7.0 ml, 81 mmol) was added by portions to a solution of 4-(1,3-dimethyl-2-oxo-2,3-dihydro-1H-benzimidazol-5-yl)butanoic acid (20 g, 81 mmol) obtained in Reference Example 136 and dimethylformamide (1 ml) in tetrahydrofuran under ice-cooling. After stirring at room temperature for 30 minutes, the reaction mixture was concentrated, the reaction residue was dissolved in nitroethane, and aluminum chloride (21.6 g, 162 mmol) was added by portions under ice-cooling. After stirring at ... The product is CN1C(N(C2=C1C=C1CCCC(C1=C2)=O)C)=O (1,3-Dimethyl-3,6,7,8-tetrahydro-1H-naphtho[2,3-d]imidazole-2,5-dione). Reaction SMILES: C(Cl)(=O)C(Cl)=O.[CH3:7][N:8]1[C:12]2[CH:13]=[CH:14][C:15]([CH2:17][CH2:18][CH2:19][C:20]([OH:22])=O)=[CH:16][C:11]=2[N:10]([CH3:23])[C:9]1=[O:24].CN(C)C=O.[Cl-].[Al+3].[Cl-].[Cl-]>O1CCCC1>[CH3:23][N:10]1[C:11]2[CH:16]=[C:15]3[C:14](=[CH:13][C:12]=2[N:8]([CH3:7])[C:9]1=[O:24])[C:20](=[O:22])[CH2:19][CH2:18][CH2:17]3 |f:3.4.5.6|. Starting materials: CCO, O=[N+]([O-])c1cccc(Cn2ccnc2-c2ccncc2)c1. The product is Nc1cccc(Cn2ccnc2-c2ccncc2)c1. Reaction SMILES: [CH3:22][CH2:23][OH:24].[N+:1]([O-:2])(=[O:3])[c:4]1[cH:5][c:6]([CH2:7][n:8]2[c:9](-[c:13]3[cH:14][cH:15][n:16][cH:17][cH:18]3)[n:10][cH:11][cH:12]2)[cH:19][cH:20][cH:21]1>>[NH2:1][c:4]1[cH:5][c:6]([CH2:7][n:8]2[c:9](-[c:13]3[cH:14][cH:15][n:16][cH:17][cH:18]3)[n:10][cH:11][cH:12]2)[cH:19][cH:20][cH:21]1.